This data is from the Open Reaction Database (ORD), a public repository of structured organic reaction records. The task is: describe an organic reaction: reactants, conditions, products, and yield Starting materials: FC1=CC=C(C=C1)N1N=NC(=C1COC1=NC=C(C(=O)O)C=C1)C (6-[3-(4-fluoro-phenyl)-5-methyl-3H-[1,2,3]triazol-4-ylmethoxy]-nicotinic acid), NN1CCOCC1 (4-aminomorpholine). Yields the product FC1=CC=C(C=C1)N1N=NC(=C1COC1=NC=C(C(=O)NN2CCOCC2)C=C1)C (6-[3-(4-Fluoro-phenyl)-5-methyl-3H-[1,2,3]triazol-4-ylmethoxy]-N-morpholin-4-yl-nicotinamide). Isolated yield 78.0%. As a reaction SMILES: [F:1][C:2]1[CH:7]=[CH:6][C:5]([N:8]2[C:12]([CH2:13][O:14][C:15]3[CH:23]=[CH:22][C:18]([C:19]([OH:21])=O)=[CH:17][N:16]=3)=[C:11]([CH3:24])[N:10]=[N:9]2)=[CH:4][CH:3]=1.[NH2:25][N:26]1[CH2:31][CH2:30][O:29][CH2:28][CH2:27]1>>[F:1][C:2]1[CH:3]=[CH:4][C:5]([N:8]2[C:12]([CH2:13][O:14][C:15]3[CH:23]=[CH:22][C:18]([C:19]([NH:25][N:26]4[CH2:31][CH2:30][O:29][CH2:28][CH2:27]4)=[O:21])=[CH:17][N:16]=3)=[C:11]([CH3:24])[N:10]=[N:9]2)=[CH:6][CH:7]=1. Reported procedure: As described for example 61b, 6-[3-(4-fluoro-phenyl)-5-methyl-3H-[1,2,3]triazol-4-ylmethoxy]-nicotinic acid (83 mg, 0.25 mmol) was converted, using 4-aminomorpholine instead of 4-aminotetrahydropyran, to the title compound (81 mg, 78%) which was obtained as a white solid. MS: m/e=413.3 [M+H]+. Reactants: C1(CCCC2=CC=CC=C12)=O (Tetralone), C1(=CC=CC=C1)C (toluene), C1CC(C2=CC=CC=C2C1)O (1-tetralol), C1(CCCC2=CC=CC=C12)=O (1-tetralone), O=O (oxygen), 1-tetralin hydroperoxide. The reagents and catalysts are [OH-].[Cu+2].[OH-] (copper hydroxide). The solvent is O (water). Run at temperature 80 celsius. Product: C1CCCC2=CC=CC=C12 (Tetralin). RXN SMILES: [C:1]1(=O)[C:10]2[C:5](=[CH:6][CH:7]=[CH:8][CH:9]=2)[CH2:4][CH2:3][CH2:2]1.C1(C)C=CC=CC=1.O=O.C1CC2C(=CC=CC=2)C(O)C1>[OH-].[Cu+2].[OH-].O>[CH2:9]1[C:10]2[C:5](=[CH:4][CH:3]=[CH:2][CH:1]=2)[CH2:6][CH2:7][CH2:8]1 |f:4.5.6|. Reported procedure: Tetralone (132 g), toluene (131 g), and 0.5 g of copper hydroxide suspension (37.5% Cu(OH)2), were mixed into a 500 ml round bottom with temperature control, gas dispersion tube, water-cooled condenser and a magnetic stirrer. The reaction was maintained at 80° C. for 9.8 hr. with a 300 ml/minute oxygen flow at atmospheric pressure. GC analysis (area %) indicates 3% 1-tetralol, 5.2% 1-tetralone and 15% 1-tetralin hydroperoxide.